This data is from the Open Reaction Database (ORD), a public repository of structured organic reaction records. The task is: describe an organic reaction: reactants, conditions, products, and yield Starting materials: ClC#CCCCl (1,4-dichloro-1-butyne), Cl[SiH](Cl)Cl (trichlorosilane), H2PtCl6. Solvent: C(C)(C)O (isopropyl alcohol). Yields the product ClCC(=CCCl)[Si](Cl)(Cl)Cl (1,4-dichloro-2-(trichloro)silyl-2-butene). Yield: 93.6%. As a reaction SMILES: [Cl:1][C:2]#[C:3][CH2:4][CH2:5][Cl:6].[Cl:7][SiH:8]([Cl:10])[Cl:9]>C(O)(C)C>[Cl:1][CH2:2][C:3]([Si:8]([Cl:10])([Cl:9])[Cl:7])=[CH:4][CH2:5][Cl:6]. Reported procedure: To a mixed solution of 15 ml (0.153 mol) of 1,4-dichloro-1-butyne [IV]and 13.6 ml (0.16 mol) of trichlorosilane (bp: 31°-32° C.) [V], were added 0.15 ml (10 mmol) of H2PtCl6 . 6H2O in an isopropyl alcohol solution (0.05 g/ml), which were heated for 8 hours. Then, it was directly distillated to obtain 37 g of 1,4-dichloro-2-(trichloro)silyl-2-butene [VI](yield: 94 %, bp: 70° C./1 mmHg).